From a dataset of the Open Reaction Database (ORD), a public repository of structured organic reaction records. describe an organic reaction: reactants, conditions, products, and yield Starting materials: C1CCOC1, CO, ClCCl, Cn1cc(-c2cc(F)c3nnc(C(F)(F)c4ccc5ncc(O)cc5c4)n3c2)cn1, CC(C)(C)OC(=O)N=NC(=O)OC(C)(C)C, OCCCN1CCOCC1, c1ccc(P(c2ccccc2)c2ccccc2)cc1. Product: Cn1cc(-c2cc(F)c3nnc(C(F)(F)c4ccc5ncc(OCCCN6CCOCC6)cc5c4)n3c2)cn1. RXN SMILES: [CH2:81]1[O:82][CH2:83][CH2:84][CH2:85]1.[CH3:76][OH:77].[Cl:78][CH2:79][Cl:80].[F:1][C:2]([c:3]1[cH:4][c:5]2[cH:6][c:7]([OH:13])[cH:8][n:9][c:10]2[cH:11][cH:12]1)([c:14]1[n:15][n:16][c:17]2[n:18]1[cH:19][c:20](-[c:24]1[cH:25][n:26][n:27]([CH3:29])[cH:28]1)[cH:21][c:22]2[F:23])[F:30].[N:60]([C:61]([O:62][C:63]([CH3:64])([CH3:65])[CH3:66])=[O:67])=[N:68][C:69]([O:70][C:71]([CH3:72])([CH3:73])[CH3:74])=[O:75].[OH:50][CH2:51][CH2:52][CH2:53][N:54]1[CH2:55][CH2:56][O:57][CH2:58][CH2:59]1.[c:31]1([P:32]([c:33]2[cH:34][cH:35][cH:36][cH:37][cH:38]2)[c:39]2[cH:40][cH:41][cH:42][cH:43][cH:44]2)[cH:45][cH:46][cH:47][cH:48][cH:49]1>>[F:1][C:2]([c:3]1[cH:4][c:5]2[cH:6][c:7]([O:13][CH2:51][CH2:52][CH2:53][N:54]3[CH2:55][CH2:56][O:57][CH2:58][CH2:59]3)[cH:8][n:9][c:10]2[cH:11][cH:12]1)([c:14]1[n:15][n:16][c:17]2[n:18]1[cH:19][c:20](-[c:24]1[cH:25][n:26][n:27]([CH3:29])[cH:28]1)[cH:21][c:22]2[F:23])[F:30]. The reactants are CC(C)(C)OC(=O)NCC(=O)N1C(C(=O)OC(C)(C)C)CSC1C1CC2C=CC1C2, C[Si](C)(C)I. Yields the product CC(C)(C)OC(=O)C1CSC(C2CC3C=CC2C3)N1C(=O)CN. RXN SMILES: [C:1]([O:2][C:3](=[O:4])[NH:8][CH2:9][C:10](=[O:11])[N:12]1[CH:13]([CH:24]2[CH:25]3[CH:26]=[CH:27][CH:28]([CH2:29]2)[CH2:30]3)[S:14][CH2:15][CH:16]1[C:17](=[O:18])[O:19][C:20]([CH3:21])([CH3:22])[CH3:23])([CH3:5])([CH3:6])[CH3:7].[I:31][Si:32]([CH3:33])([CH3:34])[CH3:35]>>[NH2:8][CH2:9][C:10](=[O:11])[N:12]1[CH:13]([CH:24]2[CH:25]3[CH:26]=[CH:27][CH:28]([CH2:29]2)[CH2:30]3)[S:14][CH2:15][CH:16]1[C:17](=[O:18])[O:19][C:20]([CH3:21])([CH3:22])[CH3:23]. Yields the product CS(=O)(=O)O.C(#N)C1=CC=C(C=C1)CCN1CCC(CC1)(O)CN(C1=CC=C(C(=O)O)C=C1)C (4-({1-[2-(4-cyanophenyl)ethyl]-4-hydroxypiperidin-4-ylmethyl}methylamino)benzoic acid monomethanesulfonate). Procedure: Methanesulfonic acid (1.42 mL) was added to a suspension of the compound (7.2 g) obtained in Example 1 in water (50 mL), was heated with stirring until the compound was dissolved, followed by cooling to room temperature with stirring. The crystals were collected by filtration and were recrystallized from water (50 mL). The resulting crystals were collected by filtration, washed with acetone, and dried under reduced pressure to yield the titled compound (7.6 g) as crystals. Run in O (water). Reactants: CS(=O)(=O)O (Methanesulfonic acid), C(#N)C1=CC=C(C=C1)CCN1CCC(CC1)(O)CN(C1=CC=C(C(=O)O)C=C1)C (4-({1-[2-(4-cyanophenyl)ethyl]-4-hydroxypiperidin-4-ylmethyl}methylamino)benzoic acid). Reaction SMILES: [CH3:1][S:2]([OH:5])(=[O:4])=[O:3].[C:6]([C:8]1[CH:13]=[CH:12][C:11]([CH2:14][CH2:15][N:16]2[CH2:21][CH2:20][C:19]([CH2:23][N:24]([CH3:34])[C:25]3[CH:33]=[CH:32][C:28]([C:29]([OH:31])=[O:30])=[CH:27][CH:26]=3)([OH:22])[CH2:18][CH2:17]2)=[CH:10][CH:9]=1)#[N:7]>O>[CH3:1][S:2]([OH:5])(=[O:4])=[O:3].[C:6]([C:8]1[CH:9]=[CH:10][C:11]([CH2:14][CH2:15][N:16]2[CH2:17][CH2:18][C:19]([CH2:23][N:24]([CH3:34])[C:25]3[CH:26]=[CH:27][C:28]([C:29]([OH:31])=[O:30])=[CH:32][CH:33]=3)([OH:22])[CH2:20][CH2:21]2)=[CH:12][CH:13]=1)#[N:7] |f:3.4|. Starting materials: C([O-])(O)=O.[Na+] (sodium bicarbonate), OCC(C)(CO)C (neopentyl glycol), ClCC(=O)CCl (1,3-dichloroacetone), C1=CC=CC=C1 (benzene). The reagents and catalysts are C1(=CC=C(C=C1)S(=O)(=O)O)C (p-toluenesulfonic acid). Solvent: O (water), hexanes. Conditions: time 8 hour. The product is ClCC1(OC(CO1)(C)C)CCl (2,2-bis-chloromethyl-5,5-dimethyl-1,3-dioxolane). Isolated yield 34.6%. Reaction SMILES: OC[C:3]([CH3:7])([CH2:5][OH:6])[CH3:4].[Cl:8][CH2:9][C:10]([CH2:12][Cl:13])=[O:11].C1C=CC=CC=1.C(=O)(O)[O-].[Na+]>C1(C)C=CC(S(O)(=O)=O)=CC=1.O>[Cl:8][CH2:9][C:10]1([CH2:12][Cl:13])[O:6][CH2:5][C:3]([CH3:4])([CH3:7])[O:11]1 |f:3.4|. Reported procedure: This compound was synthesized by substantially following the procedure of the above-mentioned article by Isaka, Ejiri, and Nakamura. 69 grams of neopentyl glycol, 76 grams of 1,3-dichloroacetone, 50 ml of benzene, and 2.3 g of p-toluenesulfonic acid were refluxed through a Dean-Stark water separator for 8 hours whereon the reaction was diluted with hexanes and neutralized with aqueous sodium bicarbonate. The organic layer was dried over anhydrous magnesium sulfate and concentrated in vacuo yield...